This data is from the Open Reaction Database (ORD), a public repository of structured organic reaction records. The task is: describe an organic reaction: reactants, conditions, products, and yield Starting materials: ClC1=CC=NC2=CC(=C(C=C12)OC)OC (4-chloro-6,7-dimethoxy-quinoline), COC(=O)C1CN(C(C1)=O)C1=CC=C(C=C1)O (1-(4-hydroxyphenyl)-5-oxo-pyrrolidine-3-carboxylic acid methyl ester). The reagents and catalysts are CN(C)C=1C=CN=CC1 (DMAP). Solvent: C1(=CC=CC=C1)C (toluene), CCOC(=O)C (EtOAc). Conditions: temperature 180 celsius. Yields the product COC=1C=C2C(=CC=NC2=CC1OC)OC1=CC=C(C=C1)N1CC(CC1=O)C(=O)OC (methyl 1-(4-(6,7-dimethoxyquinolin-4-yloxy)phenyl)-5-oxopyrrolidine-3-carboxylate). Reaction SMILES: Cl[C:2]1[C:11]2[C:6](=[CH:7][C:8]([O:14][CH3:15])=[C:9]([O:12][CH3:13])[CH:10]=2)[N:5]=[CH:4][CH:3]=1.[CH3:16][O:17][C:18]([CH:20]1[CH2:24][C:23](=[O:25])[N:22]([C:26]2[CH:31]=[CH:30][C:29]([OH:32])=[CH:28][CH:27]=2)[CH2:21]1)=[O:19]>CN(C1C=CN=CC=1)C.C1(C)C=CC=CC=1.CCOC(C)=O>[CH3:13][O:12][C:9]1[CH:10]=[C:11]2[C:6](=[CH:7][C:8]=1[O:14][CH3:15])[N:5]=[CH:4][CH:3]=[C:2]2[O:32][C:29]1[CH:28]=[CH:27][C:26]([N:22]2[C:23](=[O:25])[CH2:24][CH:20]([C:18]([O:17][CH3:16])=[O:19])[CH2:21]2)=[CH:31][CH:30]=1. Reported procedure: A mixture of 4-chloro-6,7-dimethoxy-quinoline (1.0 g, 4.45 mmol), 1-(4-hydroxyphenyl)-5-oxo-pyrrolidine-3-carboxylic acid methyl ester (Step 1, 1.6 g, 6.7 mmol) and DMAP (0.55 g, 4.45 mmol) in 30 mL of toluene (in 5 microwave tubes) was heated in a microwave (Personal Chemistry, Emrys Optimizer) at 180° C. for 1 h. The mixture was cooled to RT and diluted with 60 mL of EtOAc. The solution was washed with 20 mL of satd. NaHCO3 followed by 20 mL of brine, dried over Na2SO4 and concentrated in vacu... The reactants are CC(NC(=O)CNC(=O)C(Cc1ccc(O)cc1)NC(=O)OC(C)(C)C)C(=O)O, CC(NC(=O)CNC(=O)C(Cc1ccc(O)cc1)NC(=O)OC(C)(C)C)C(=O)O, CC(C)CC(NC(=O)C(N)Cc1ccccc1)C(=O)OCc1ccccc1, CC(C)CC(NC(=O)C(N)Cc1ccccc1)C(=O)OCc1ccccc1. The product is CC(C)CC(NC(=O)C(Cc1ccccc1)NC(=O)C(C)NC(=O)CNC(=O)C(Cc1ccc(O)cc1)NC(=O)OC(C)(C)C)C(=O)OCc1ccccc1. RXN SMILES: [C:1]([CH3:2])([CH3:3])([CH3:4])[O:5][C:6](=[O:7])[NH:8][CH:9]([CH2:10][c:11]1[cH:12][cH:13][c:14]([OH:17])[cH:15][cH:16]1)[C:18](=[O:19])[NH:20][CH2:21][C:22](=[O:23])[NH:24][CH:25]([CH3:26])[C:27](=[O:28])[OH:29].[C:57]([O:58][C:59]([NH:60][CH:61]([C:62]([NH:63][CH2:64][C:65]([NH:66][CH:67]([C:68]([OH:69])=[O:70])[CH3:71])=[O:72])=[O:73])[CH2:74][c:75]1[cH:76][cH:77][c:78]([OH:79])[cH:80][cH:81]1)=[O:82])([CH3:83])([CH3:84])[CH3:85].[CH2:30]([c:31]1[cH:32][cH:33][cH:34][cH:35][cH:36]1)[O:37][C:38]([CH:39]([NH:40][C:41]([CH:42]([NH2:43])[CH2:44][c:45]1[cH:46][cH:47][cH:48][cH:49][cH:50]1)=[O:51])[CH2:52][CH:53]([CH3:54])[CH3:55])=[O:56].[CH2:86]([O:87][C:88](=[O:89])[CH:90]([CH2:91][CH:92]([CH3:93])[CH3:94])[NH:95][C:96](=[O:97])[CH:98]([CH2:99][c:100]1[cH:101][cH:102][cH:103][cH:104][cH:105]1)[NH2:106])[c:107]1[cH:108][cH:109][cH:110][cH:111][cH:112]1>>[C:1]([CH3:2])([CH3:3])([CH3:4])[O:5][C:6](=[O:7])[NH:8][CH:9]([CH2:10][c:11]1[cH:12][cH:13][c:14]([OH:17])[cH:15][cH:16]1)[C:18](=[O:19])[NH:20][CH2:21][C:22](=[O:23])[NH:24][CH:25]([CH3:26])[C:27](=[O:28])[NH:43][CH:42]([C:41]([NH:40][CH:39]([C:38]([O:37][CH2:30][c:31]1[cH:32][cH:33][cH:34][cH:35][cH:36]1)=[O:56])[CH2:52][CH:53]([CH3:54])[CH3:55])=[O:51])[CH2:44][c:45]1[cH:46][cH:47][cH:48][cH:49][cH:50]1. Starting materials: OC1=CC(=C(C(=O)OC)C=C1)OC (methyl 4-hydroxy-2-methoxybenzoate), C1(=CC=CC=C1)P(C1=CC=CC=C1)C1=CC=CC=C1 (triphenylphosphine), C1(=CC=CC=C1)[C@H]1[C@@H](CCCC1)O (trans-2-phenyl-1-cyclohexanol), N(=NC(=O)OCC)C(=O)OCC (diethyl azodicarboxylate). The solvent is C1CCOC1 (THF), C1CCOC1 (THF). Conditions: temperature 0 celsius. Yields the product C1(=CC=CC=C1)[C@@H]1[C@@H](CCCC1)C(=O)OC1=CC(=C(C(=O)OC)C=C1)OC (methyl 4-(cis-2-phenyl-1-cyclohexanoyloxy)-2-methoxybenzoate). As a reaction SMILES: [OH:1][C:2]1[CH:11]=[CH:10][C:5]([C:6]([O:8][CH3:9])=[O:7])=[C:4]([O:12][CH3:13])[CH:3]=1.C1(P(C2C=CC=CC=2)C2C=CC=CC=2)C=CC=CC=1.[C:33]1([C@@H:39]2[CH2:44][CH2:43][CH2:42][CH2:41][C@H:40]2O)[CH:38]=[CH:37][CH:36]=[CH:35][CH:34]=1.N(C(OCC)=O)=N[C:48](OCC)=[O:49]>C1COCC1>[C:33]1([C@H:39]2[CH2:44][CH2:43][CH2:42][CH2:41][C@H:40]2[C:48]([O:1][C:2]2[CH:11]=[CH:10][C:5]([C:6]([O:8][CH3:9])=[O:7])=[C:4]([O:12][CH3:13])[CH:3]=2)=[O:49])[CH:38]=[CH:37][CH:36]=[CH:35][CH:34]=1. Procedure: To a stirred solution of methyl 4-hydroxy-2-methoxybenzoate (310 mg, 1.7 mmol) in dry THF (1.25 mL) was added triphenylphosphine (446 mg, 1.7 mmol) and the solution was cooled to 0° C. A 500 mL volume of trans-2-phenyl-1-cyclohexanol (200 mg, 1.35 mmol) and diethyl azodicarboxylate (319 μL, 2.02 mmol) in THF was added dropwise via addition funnel over 0.5 h. The reaction was filtered and the solvent was removed under reduced pressure. The residue was chromatographed on a silica gel column packed... The reactants are CC(NC(=O)OC(C)(C)C)c1ccc(Br)cc1, COCCOC, COc1ncccc1B(O)O, [Na+], [Na+], O=C([O-])[O-], c1ccc(P(c2ccccc2)(c2ccccc2)[Pd](P(c2ccccc2)(c2ccccc2)c2ccccc2)(P(c2ccccc2)(c2ccccc2)c2ccccc2)P(c2ccccc2)(c2ccccc2)c2ccccc2)cc1. Product: COc1ncccc1-c1ccc(C(C)NC(=O)OC(C)(C)C)cc1. Reaction SMILES: [C:18]([CH3:19])([CH3:20])([CH3:21])[O:22][C:23]([NH:24][CH:25]([CH3:26])[c:27]1[cH:28][cH:29][c:30]([Br:33])[cH:31][cH:32]1)=[O:34].[CH3:35][O:36][CH2:37][CH2:38][O:39][CH3:40].[CH3:7][O:8][c:9]1[n:10][cH:11][cH:12][cH:13][c:14]1[B:15]([OH:16])[OH:17].[Na+:1].[Na+:2].[O-:3][C:4](=[O:5])[O-:6].[cH:41]1[cH:42][cH:43][c:44]([P:45]([Pd:46]([P:47]([c:48]2[cH:49][cH:50][cH:51][cH:52][cH:53]2)([c:54]2[cH:55][cH:56][cH:57][cH:58][cH:59]2)[c:60]2[cH:61][cH:62][cH:63][cH:64][cH:65]2)([P:66]([c:67]2[cH:68][cH:69][cH:70][cH:71][cH:72]2)([c:73]2[cH:74][cH:75][cH:76][cH:77][cH:78]2)[c:79]2[cH:80][cH:81][cH:82][cH:83][cH:84]2)[P:85]([c:86]2[cH:87][cH:88][cH:89][cH:90][cH:91]2)([c:92]2[cH:93][cH:94][cH:95][cH:96][cH:97]2)[c:98]2[cH:99][cH:100][cH:101][cH:102][cH:103]2)([c:104]2[cH:105][cH:106][cH:107][cH:108][cH:109]2)[c:110]2[cH:111][cH:112][cH:113][cH:114][cH:115]2)[cH:116][cH:117]1>>[CH3:7][O:8][c:9]1[n:10][cH:11][cH:12][cH:13][c:14]1-[c:30]1[cH:29][cH:28][c:27]([CH:25]([NH:24][C:23]([O:22][C:18]([CH3:19])([CH3:20])[CH3:21])=[O:34])[CH3:26])[cH:32][cH:31]1. Reactants: aqueous solution, [S-2].[Na+].[Na+] (sodium sulfide), [SH-].[Na+] (sodium hydrosulfide), [SH-].[Na+] (sodium hydrosulfide), C(CCCCCCC)(=O)Cl (octanoyl chloride), C(CCCCCCC)(=O)Cl (octanoyl chloride), C(CCCCCCC)(=O)Cl (octanoyl chloride). The reagents and catalysts are [Cl-].C[N+](CCCCCCCC)(CCCCCCCC)CCCCCCCC (methyltrioctylammonium chloride). The solvent is O (water). The product is [S-2].[Na+].[Na+] (sodium sulfide), C(CCCCCCC)(=S)[O-].[Na+] (sodium thiooctanoate), [Cl-].[Na+] (sodium chloride). As a reaction SMILES: [S-2:1].[Na+:2].[Na+].[SH-].[Na+].[C:6]([Cl:15])(=[O:14])[CH2:7][CH2:8][CH2:9][CH2:10][CH2:11][CH2:12][CH3:13]>O.[Cl-].C[N+](CCCCCCCC)(CCCCCCCC)CCCCCCCC>[S-2:1].[Na+:2].[Na+:2].[C:6]([O-:14])(=[S:1])[CH2:7][CH2:8][CH2:9][CH2:10][CH2:11][CH2:12][CH3:13].[Na+:2].[Cl-:15].[Na+:2] |f:0.1.2,3.4,7.8,9.10.11,12.13,14.15|. Procedure details: A 20 weight percent aqueous solution of sodium sulfide was prepared by dissolving sodium sulfide (116 grams, 1.48 moles) in the form of hydrated flakes (193 grams, 60%) into 385 grams of water in a 5-liter round-bottomed flask. This solution was then cooled by means of an ice-water bath and converted to an aqueous solution of sodium hydrosulfide (NaSH) by saturating it with an excess of hydrogen sulfide by adding hydrogen sulfide with stirring until no more was absorbed. A dropping funnel was ch...